The task is: describe an organic reaction: reactants, conditions, products, and yield. This data is from the Open Reaction Database (ORD), a public repository of structured organic reaction records. Reactants: BrC(Br)(Br)Br, OCCCC1CCOC1, CN(C)C=O, c1ccc(P(c2ccccc2)c2ccccc2)cc1. Product: BrCCCC1CCOC1. RXN SMILES: [C:10]([Br:11])([Br:12])([Br:13])[Br:14].[O:1]1[CH2:2][CH:3]([CH2:6][CH2:7][CH2:8][OH:9])[CH2:4][CH2:5]1.[O:34]=[CH:35][N:36]([CH3:37])[CH3:38].[c:15]1([P:16]([c:17]2[cH:18][cH:19][cH:20][cH:21][cH:22]2)[c:23]2[cH:24][cH:25][cH:26][cH:27][cH:28]2)[cH:29][cH:30][cH:31][cH:32][cH:33]1>>[O:1]1[CH2:2][CH:3]([CH2:6][CH2:7][CH2:8][Br:11])[CH2:4][CH2:5]1. Reactants: CC1(OC[C@@](N1C(=O)OC(C)(C)C)(C(NCC(=O)C1=CC(=C(C=C1)OCCCCCCCC)C(F)(F)F)=O)C)C ((R)-tert-Butyl 2,2,4-trimethyl-4-(2-(4-(octyloxy)-3-(trifluoromethyl)phenyl)-2-oxoethylcarbamoyl)oxazolidine-3-carboxylate), COC=1C=CC(=CC1)P2(=S)SP(=S)(S2)C=3C=CC(=CC3)OC (Lawesson's Reagent). Run in C1(=CC=CC=C1)C (toluene). Reaction conditions: temperature 100 celsius. The product is CC1(OC[C@@](N1C(=O)OC(C)(C)C)(C=1SC(=CN1)C1=CC(=C(C=C1)OCCCCCCCC)C(F)(F)F)C)C ((R)-tert-Butyl 2,2,4-trimethyl-4-(5-(4-(octyloxy)-3-(trifluoromethyl)phenyl)thiazol-2-yl)oxazolidine-3-carboxylate). Yield: 67.0%. RXN SMILES: [CH3:1][C:2]1([CH3:40])[N:6]([C:7]([O:9][C:10]([CH3:13])([CH3:12])[CH3:11])=[O:8])[C@@:5]([CH3:39])([C:14](=O)[NH:15][CH2:16][C:17]([C:19]2[CH:24]=[CH:23][C:22]([O:25][CH2:26][CH2:27][CH2:28][CH2:29][CH2:30][CH2:31][CH2:32][CH3:33])=[C:21]([C:34]([F:37])([F:36])[F:35])[CH:20]=2)=O)[CH2:4][O:3]1.COC1C=CC(P2(SP(C3C=CC(OC)=CC=3)(=S)S2)=[S:50])=CC=1>C1(C)C=CC=CC=1>[CH3:1][C:2]1([CH3:40])[N:6]([C:7]([O:9][C:10]([CH3:13])([CH3:12])[CH3:11])=[O:8])[C@@:5]([CH3:39])([C:14]2[S:50][C:17]([C:19]3[CH:24]=[CH:23][C:22]([O:25][CH2:26][CH2:27][CH2:28][CH2:29][CH2:30][CH2:31][CH2:32][CH3:33])=[C:21]([C:34]([F:37])([F:36])[F:35])[CH:20]=3)=[CH:16][N:15]=2)[CH2:4][O:3]1. Procedure: A suspension of protected oxazolidine-amide 6 (180 mg, 1.0 equivalent) and Lawesson's Reagent (390 mg, 3.0 equivalents) in toluene (5 mL) was sealed and heated at 100° C. for 1 hour. After cooling to room temperature, the reaction mixture was purified by silica gel column chromatography using the Combi-Flash system (Hex:EtOAc) as a thick colourless oil in 67% yield (120 mg). TLC (1:2 EtOAc:Hex), Rf=0.8; MS (ESI, M+H+)=571.11; 1H NMR (400 MHz, CDCl3) δ 7.73 (br s, 1H), 7.70 (s, 1H), 7.61 (d, 1H, ... Reactants: BrC1=C(C=CC=C1)NC1=C(C=NC2=CC=C(C=C12)C1=CC=CC=C1)[N+](=O)[O-] ((2-Bromo-phenyl)-(3-nitro-6-phenyl-quinolin-4-yl)-amine). Reagents/catalysts: [Ni] (Ni). Run in CO.C1CCOC1 (methanol THF). The product is BrC1=C(C=CC=C1)NC1=C(C=NC2=CC=C(C=C12)C1=CC=CC=C1)N (N4-(2-Bromo-phenyl)-6-phenyl-quinoline-3,4-diamine). Reaction SMILES: [Br:1][C:2]1[CH:7]=[CH:6][CH:5]=[CH:4][C:3]=1[NH:8][C:9]1[C:18]2[C:13](=[CH:14][CH:15]=[C:16]([C:19]3[CH:24]=[CH:23][CH:22]=[CH:21][CH:20]=3)[CH:17]=2)[N:12]=[CH:11][C:10]=1[N+:25]([O-])=O>CO.C1COCC1.[Ni]>[Br:1][C:2]1[CH:7]=[CH:6][CH:5]=[CH:4][C:3]=1[NH:8][C:9]1[C:18]2[C:13](=[CH:14][CH:15]=[C:16]([C:19]3[CH:20]=[CH:21][CH:22]=[CH:23][CH:24]=3)[CH:17]=2)[N:12]=[CH:11][C:10]=1[NH2:25] |f:1.2|. Procedure: The title compound is prepared in analogy to Example 19e by hydrogenation at 0° C. for 86 min starting from 0.697 g (1.502 mmol) of (2-bromo-phenyl)-(3-nitro-6-phenyl-quinolin-4-yl)-amine (Example 53e) and 0.25 g Raney-Ni in 25 ml methanol-THF 2:1. Purification follows by chromatography on silica gel (ethyl acetate-hexane 1:1). mp: 174-177° C.; MS: 390 (M++1); HPLC: tret=10.50 min (Grad 1).